This data is from the Open Reaction Database (ORD), a public repository of structured organic reaction records. The task is: describe an organic reaction: reactants, conditions, products, and yield Reactants: CON, Cl, CN(C)Cc1cn(Cc2ccc(F)cc2F)c2cnc(C(=O)O)cc12. Product: CONC(=O)c1cc2c(CN(C)C)cn(Cc3ccc(F)cc3F)c2cn1. RXN SMILES: [CH3:27][O:28][NH2:29].[ClH:26].[F:1][c:2]1[c:3]([CH2:4][n:5]2[cH:6][c:7]([CH2:17][N:18]([CH3:19])[CH3:20])[c:8]3[c:9]2[cH:10][n:11][c:12]([C:14](=[O:15])[OH:16])[cH:13]3)[cH:21][cH:22][c:23]([F:25])[cH:24]1>>[F:1][c:2]1[c:3]([CH2:4][n:5]2[cH:6][c:7]([CH2:17][N:18]([CH3:19])[CH3:20])[c:8]3[c:9]2[cH:10][n:11][c:12]([C:14](=[O:16])[NH:29][O:28][CH3:27])[cH:13]3)[cH:21][cH:22][c:23]([F:25])[cH:24]1. Reactants: COc1ccc(CNC(=O)c2cnc(CNC(=O)OC(C)(C)C)c3cc(OC)c(OC)cc23)cc1, CCOC(C)=O, Cl. The product is Cl, COc1ccc(CNC(=O)c2cnc(CN)c3cc(OC)c(OC)cc23)cc1. RXN SMILES: [C:1]([O:2][C:3](=[O:4])[NH:7][CH2:8][c:9]1[n:10][cH:11][c:12]([C:23]([NH:24][CH2:25][c:26]2[cH:27][cH:28][c:29]([O:32][CH3:33])[cH:30][cH:31]2)=[O:34])[c:13]2[cH:14][c:15]([O:21][CH3:22])[c:16]([O:19][CH3:20])[cH:17][c:18]12)([CH3:5])([CH3:6])[CH3:35].[CH3:37][CH2:38][O:39][C:40]([CH3:41])=[O:42].[ClH:36]>>[ClH:36].[NH2:7][CH2:8][c:9]1[n:10][cH:11][c:12]([C:23]([NH:24][CH2:25][c:26]2[cH:27][cH:28][c:29]([O:32][CH3:33])[cH:30][cH:31]2)=[O:34])[c:13]2[cH:14][c:15]([O:21][CH3:22])[c:16]([O:19][CH3:20])[cH:17][c:18]12. The reactants are C(C)(C)(C)OC(=O)N1C=C(C[C@H](N)C(=O)NCCC2=CC(O)=C(O)C=C2)C2=CC=CC=C12 (N-(N′-tert-butoxycarbonyl-L-tryptophanyl)dopamine), C(\C=C\C1=CC(O)=C(O)C=C1)(=O)O (caffeic acid), 29, crude intermediate. Product: C(\C=C\C1=CC(O)=C(O)C=C1)(=O)N1C=C(C[C@H](N)C(=O)NCCC2=CC(O)=C(O)C=C2)C2=CC=CC=C12 (N-(N′-caffeoyl-L-tryptophanyl)dopamine). The yield is 63.0%. Reaction SMILES: C(O[C:6]([N:8]1[C:32]2[C:27](=[CH:28][CH:29]=[CH:30][CH:31]=2)[C:10]([CH2:11][C@@H:12]([C:14]([NH:16][CH2:17][CH2:18][C:19]2[CH:26]=[CH:25][C:23]([OH:24])=[C:21]([OH:22])[CH:20]=2)=[O:15])[NH2:13])=[CH:9]1)=[O:7])(C)(C)C.C(O)(=O)/[CH:34]=[CH:35]/[C:36]1[CH:43]=[CH:42][C:40]([OH:41])=[C:38]([OH:39])[CH:37]=1>>[C:6]([N:8]1[C:32]2[C:27](=[CH:28][CH:29]=[CH:30][CH:31]=2)[C:10]([CH2:11][C@@H:12]([C:14]([NH:16][CH2:17][CH2:18][C:19]2[CH:26]=[CH:25][C:23]([OH:24])=[C:21]([OH:22])[CH:20]=2)=[O:15])[NH2:13])=[CH:9]1)(=[O:7])/[CH:34]=[CH:35]/[C:36]1[CH:43]=[CH:42][C:40]([OH:41])=[C:38]([OH:39])[CH:37]=1. Procedure details: The title compound was prepared from N-(N′-tert-butoxycarbonyl-L-tryptophanyl)dopamine obtained in step A of example no. 29 (1.3 g, 2.8 mmol) according to the indications of example 3, for 2 h. The crude intermediate was coupled with caffeic acid (770 mg, 4.3 mmol) according to the indications of example 4. The crude product was purified by flash chromatography using 30% AcOEt/CH2Cl2/1% AcOH and 5-10% MeOH/CH2Cl2/1% AcOH to yield the desired product (899 mg, 63%). The reactants are FC=1C=C2C(=NN(C2=CC1)CC1=CC=C(C=C1)[N+](=O)[O-])CC(=O)OCC (Ethyl 2-[5-fluoro-1-(4-nitrobenzyl)-1H-indazol-3-yl]acetate), C(C)(=O)OCC (ethyl acetate). Reagents/catalysts: [Pd] (Pd/C). The solvent is CO (methanol), petroleum ether. Yields the product NC1=CC=C(CN2N=C(C3=CC(=CC=C23)F)CC(=O)OCC)C=C1 (ethyl 2-[1-(4-aminobenzyl)-5-fluoro-1H-indazol-3-yl]acetate). As a reaction SMILES: [F:1][C:2]1[CH:3]=[C:4]2[C:8](=[CH:9][CH:10]=1)[N:7]([CH2:11][C:12]1[CH:17]=[CH:16][C:15]([N+:18]([O-])=O)=[CH:14][CH:13]=1)[N:6]=[C:5]2[CH2:21][C:22]([O:24][CH2:25][CH3:26])=[O:23].C(OCC)(=O)C>CO.[Pd]>[NH2:18][C:15]1[CH:14]=[CH:13][C:12]([CH2:11][N:7]2[C:8]3[C:4](=[CH:3][C:2]([F:1])=[CH:10][CH:9]=3)[C:5]([CH2:21][C:22]([O:24][CH2:25][CH3:26])=[O:23])=[N:6]2)=[CH:17][CH:16]=1. Procedure details: Ethyl 2-[5-fluoro-1-(4-nitrobenzyl)-1H-indazol-3-yl]acetate (137 mg, 0.383 mmol) was dissolved in methanol (20 mL). 10% Pd/C (10 mg) was added, and reacted under hydrogen atmosphere for half an hour. TLC (petroleum ether:ethyl acetate=2:1) indicated that starting material disappeared. It was filtered to remove solid, rotate evaporated to dryness to remove the solvent, and the resulting solid was used for the next step directly. Starting materials: N1(CCCC1)[C@@H]1[C@@H](CCC1)N (cis-2-pyrrolidin-1-yl-cyclopentylamine), N1(CCCC1)[C@@H]1[C@@H](CCC1)N (cis-2-pyrrolidin-1-yl-cyclopentylamine), FC(OC1=C(C(=O)N[C@@H]2[C@@H](CCC2)N2CCCC2)C(=CC(=C1)C(F)(F)F)OC)F (2-difluoromethoxy-6-methoxy-N-((1S,2R)-2-pyrrolidin-1-yl-cyclopentyl)-4-trifluoromethyl-benzamide). Product: FC(OC1=C(C(=O)N[C@H]2[C@H](CCC2)N2CCCC2)C(=CC(=C1)C(F)(F)F)OC)F (2-Difluoromethoxy-6-methoxy-N-((cis)-2-pyrrolidin-1-yl-cyclopentyl)-4-trifluoromethyl-benzamide). As a reaction SMILES: N1([C@H]2CCC[C@H]2N)CCCC1.[F:12][CH:13]([F:40])[O:14][C:15]1[CH:33]=[C:32]([C:34]([F:37])([F:36])[F:35])[CH:31]=[C:30]([O:38][CH3:39])[C:16]=1[C:17]([NH:19][C@H:20]1[CH2:24][CH2:23][CH2:22][C@H:21]1[N:25]1[CH2:29][CH2:28][CH2:27][CH2:26]1)=[O:18]>>[F:40][CH:13]([F:12])[O:14][C:15]1[CH:33]=[C:32]([C:34]([F:37])([F:35])[F:36])[CH:31]=[C:30]([O:38][CH3:39])[C:16]=1[C:17]([NH:19][C@@H:20]1[CH2:24][CH2:23][CH2:22][C@@H:21]1[N:25]1[CH2:29][CH2:28][CH2:27][CH2:26]1)=[O:18]. Procedure: The title compound, light yellow solid, MS: m/e=423.2 [(M+H)+], was prepared in accordance with the general method of example 5 from cis-2-pyrrolidin-1-yl-cyclopentylamine (intermediate Q) and 2-difluoromethoxy-6-methoxy-N-((1S,2R)-2-pyrrolidin-1-yl-cyclopentyl)-4-trifluoromethyl-benzamide (intermediate AT).